From a dataset of the Open Reaction Database (ORD), a public repository of structured organic reaction records. describe an organic reaction: reactants, conditions, products, and yield The reactants are CC(C)(C)OC(=O)N1CCC(c2nc(-c3ccc(F)c(Cl)c3)cn2CCN)CC1, CCN(C(C)C)C(C)C, O=C(Cl)OCc1ccccc1, ClCCl. Yields the product CC(C)(C)OC(=O)N1CCC(c2nc(-c3ccc(F)c(Cl)c3)cn2CCNC(=O)OCc2ccccc2)CC1. As a reaction SMILES: [C:1]([CH3:2])([CH3:3])([CH3:4])[O:5][C:6](=[O:7])[N:8]1[CH2:9][CH2:10][CH:11]([c:14]2[n:15]([CH2:27][CH2:28][NH2:29])[cH:16][c:17](-[c:19]3[cH:20][c:21]([Cl:26])[c:22]([F:25])[cH:23][cH:24]3)[n:18]2)[CH2:12][CH2:13]1.[CH:30]([N:31]([CH2:32][CH3:33])[CH:34]([CH3:35])[CH3:36])([CH3:37])[CH3:38].[Cl:39][C:40](=[O:41])[O:42][CH2:43][c:44]1[cH:45][cH:46][cH:47][cH:48][cH:49]1.[Cl:50][CH2:51][Cl:52]>>[C:1]([CH3:2])([CH3:3])([CH3:4])[O:5][C:6](=[O:7])[N:8]1[CH2:9][CH2:10][CH:11]([c:14]2[n:15]([CH2:27][CH2:28][NH:29][C:40](=[O:41])[O:42][CH2:43][c:44]3[cH:45][cH:46][cH:47][cH:48][cH:49]3)[cH:16][c:17](-[c:19]3[cH:20][c:21]([Cl:26])[c:22]([F:25])[cH:23][cH:24]3)[n:18]2)[CH2:12][CH2:13]1.